Dataset: the Open Reaction Database (ORD), a public repository of structured organic reaction records. Task: describe an organic reaction: reactants, conditions, products, and yield Reactants: ClCCl, CSc1nc(N)nc(Oc2ccccc2)c1C#N, O=S(=O)(c1ccccc1)N1OC1c1ccccc1. Yields the product CS(=O)c1nc(N)nc(Oc2ccccc2)c1C#N. Reaction SMILES: [Cl:37][CH2:38][Cl:39].[NH2:1][c:2]1[n:3][c:4]([O:12][c:13]2[cH:14][cH:15][cH:16][cH:17][cH:18]2)[c:5]([C:10]#[N:11])[c:6]([S:8][CH3:9])[n:7]1.[c:19]1([CH:20]2[N:21]([S:22]([c:23]3[cH:24][cH:25][cH:26][cH:28][cH:29]3)(=[O:30])=[O:31])[O:27]2)[cH:32][cH:33][cH:34][cH:35][cH:36]1>>[NH2:1][c:2]1[n:3][c:4]([O:12][c:13]2[cH:14][cH:15][cH:16][cH:17][cH:18]2)[c:5]([C:10]#[N:11])[c:6]([S:8]([CH3:9])=[O:27])[n:7]1. The reactants are Cl.NO (hydroxylamine hydrochloride), O.O.O.C(C)(=O)[O-].[Na+] (sodium acetate trihydrate), C1(=CC=CC=C1)C(=O)C=1C=NC2=C(C=CC=C2C1C1=CC=CC=C1)C(F)(F)F (Phenyl[4-phenyl-8-(trifluoromethyl)quinolin-3-yl]methanone), Cl.NO (hydroxylamine hydrochloride), O.O.O.C(C)(=O)[O-].[Na+] (sodium acetate trihydrate). The solvent is CCO.O (EtOH H2O). Reaction conditions: time 8 hour. Yields the product C1(=CC=CC=C1)\C(=N/O)\C=1C=NC2=C(C=CC=C2C1C1=CC=CC=C1)C(F)(F)F ((E)-PHENYL[4-PHENYL-8-(TRIFLUOROMETHYL)QUINOLIN-3-YL]METHANONE OXIME). The yield is 75.2%. Reaction SMILES: [C:1]1([C:7]([C:9]2[CH:10]=[N:11][C:12]3[C:17]([C:18]=2[C:19]2[CH:24]=[CH:23][CH:22]=[CH:21][CH:20]=2)=[CH:16][CH:15]=[CH:14][C:13]=3[C:25]([F:28])([F:27])[F:26])=O)[CH:6]=[CH:5][CH:4]=[CH:3][CH:2]=1.Cl.[NH2:30][OH:31].O.O.O.C([O-])(=O)C.[Na+]>CCO.O>[C:1]1(/[C:7](/[C:9]2[CH:10]=[N:11][C:12]3[C:17]([C:18]=2[C:19]2[CH:24]=[CH:23][CH:22]=[CH:21][CH:20]=2)=[CH:16][CH:15]=[CH:14][C:13]=3[C:25]([F:28])([F:27])[F:26])=[N:30]\[OH:31])[CH:6]=[CH:5][CH:4]=[CH:3][CH:2]=1 |f:1.2,3.4.5.6.7,8.9|. Reported procedure: Phenyl[4-phenyl-8-(trifluoromethyl)quinolin-3-yl]methanone (Example 1, 0.128 g, 0.339 mmol) was taken into EtOH/H2O (7 mL, 7:3 mixture) along with hydroxylamine hydrochloride (0.028 g, 0.407 mmol) and sodium acetate trihydrate (0.061 g, 0.447 mmol) and this mixture was refluxed for 1.5 hours. TLC and LC-MS showed no reaction. Therefore, excess quantities of hydroxylamine hydrochloride and sodium acetate trihydrate were added and refluxing was continued overnight. The reaction was concentrated an... Reactants: C(C)OC(=O)C=1C(=NC(=NC1)C(C)N1CCN(CC1)S(=O)(=O)C1=CC=C(C=C1)OC)N1CCCCC1 (2-{1-[4-(4-methoxy-benzenesulfonyl)-piperazin-1-yl]-ethyl}-4-piperidin-1-yl-pyrimidine-5-carboxylic acid ethyl ester), [BH4-].[Na+] (sodium borohydride), CC#N (CH3CN). Run in C(C)O (ethanol). Yields the product COC1=CC=C(C=C1)S(=O)(=O)N1CCN(CC1)C(C)C1=NC=C(C(=N1)N1CCCCC1)CO ((2-{1-[4-(4-Methoxy-benzenesulfonyl)-piperazin-1-yl]-ethyl}-4-piperidin-1-yl-pyrimidin-5-yl)-methanol). Reaction SMILES: C([O:3][C:4]([C:6]1[C:7]([N:31]2[CH2:36][CH2:35][CH2:34][CH2:33][CH2:32]2)=[N:8][C:9]([CH:12]([N:14]2[CH2:19][CH2:18][N:17]([S:20]([C:23]3[CH:28]=[CH:27][C:26]([O:29][CH3:30])=[CH:25][CH:24]=3)(=[O:22])=[O:21])[CH2:16][CH2:15]2)[CH3:13])=[N:10][CH:11]=1)=O)C.[BH4-].[Na+].CC#N>C(O)C>[CH3:30][O:29][C:26]1[CH:25]=[CH:24][C:23]([S:20]([N:17]2[CH2:16][CH2:15][N:14]([CH:12]([C:9]3[N:8]=[C:7]([N:31]4[CH2:36][CH2:35][CH2:34][CH2:33][CH2:32]4)[C:6]([CH2:4][OH:3])=[CH:11][N:10]=3)[CH3:13])[CH2:19][CH2:18]2)(=[O:21])=[O:22])=[CH:28][CH:27]=1 |f:1.2|. Procedure: To a solution of 2-{1-[4-(4-methoxy-benzenesulfonyl)-piperazin-1-yl]-ethyl}-4-piperidin-1-yl-pyrimidine-5-carboxylic acid ethyl ester (104 mg, 0.2 mmol) in ethanol (1 mL) was added sodium borohydride (38 mg, 1.0 mmol) and the reaction mixture was heated to reflux for 1 day. The reaction was then partition between dichloromethane and saturated sodium bicarbonate solution. The organic layer was concentrated in vacuo and then the residue was dissolved in DMSO (1 mL) and purified by LC-MS to yield t... The reactants are F[B-](F)(F)F, CCN(C(C)C)C(C)C, O=C(O)c1cc(C(F)(F)F)cc(C(F)(F)F)c1, C=CCC(CNC)c1ccc(F)cc1, [Na+], O=C([O-])O, CN(C)C=O, CN(C)C(On1nnc2ccccc21)=[N+](C)C. Product: C=CCC(CN(C)C(=O)c1cc(C(F)(F)F)cc(C(F)(F)F)c1)c1ccc(F)cc1. RXN SMILES: [B-:32]([F:33])([F:34])([F:35])[F:36].[CH:54]([N:55]([CH2:56][CH3:57])[CH:58]([CH3:59])[CH3:60])([CH3:61])[CH3:62].[F:15][C:16]([c:17]1[cH:18][c:19]([C:20](=[O:21])[OH:22])[cH:23][c:24]([C:26]([F:27])([F:28])[F:29])[cH:25]1)([F:30])[F:31].[F:1][c:2]1[cH:3][cH:4][c:5]([CH:8]([CH2:9][NH:10][CH3:11])[CH2:12][CH:13]=[CH2:14])[cH:6][cH:7]1.[Na+:72].[O-:68][C:69]([OH:70])=[O:71].[O:63]=[CH:64][N:65]([CH3:66])[CH3:67].[n:37]1([O:38][C:39]([N:40]([CH3:41])[CH3:42])=[N+:43]([CH3:44])[CH3:45])[c:46]2[cH:47][cH:48][cH:49][cH:50][c:51]2[n:52][n:53]1>>[F:1][c:2]1[cH:3][cH:4][c:5]([CH:8]([CH2:9][N:10]([CH3:11])[C:20]([c:19]2[cH:18][c:17]([C:16]([F:15])([F:30])[F:31])[cH:25][c:24]([C:26]([F:27])([F:28])[F:29])[cH:23]2)=[O:22])[CH2:12][CH:13]=[CH2:14])[cH:6][cH:7]1. Starting materials: S(=O)(Cl)Cl (thionyl chloride), [Cl-].[Al+3].[Cl-].[Cl-] (aluminum chloride), COC1=CC=C(C(=O)O)C=C1 (4-methoxybenzoic acid). Run in petroleum ether. Yields the product COC1=CC=C(C(=O)Cl)C=C1 (4-METHOXYBENZOYL CHLORIDE). Reaction SMILES: S(Cl)(Cl)=O.[Cl-:5].[Al+3].[Cl-].[Cl-].[CH3:9][O:10][C:11]1[CH:19]=[CH:18][C:14]([C:15](O)=[O:16])=[CH:13][CH:12]=1>>[CH3:9][O:10][C:11]1[CH:19]=[CH:18][C:14]([C:15]([Cl:5])=[O:16])=[CH:13][CH:12]=1 |f:1.2.3.4|. Procedure details: 2 equivalents of thionyl chloride and 0.1 g of aluminum chloride are added to 10 g (0.06 mole) of 4-methoxybenzoic acid in suspension in 60 ml of petroleum ether. This reaction mixture is refluxed for 5 hours. The solution is concentrated under reduced pressure. The residual oil crystallizes in the presence of petroleum ether at 0° C.